Dataset: the Open Reaction Database (ORD), a public repository of structured organic reaction records. Task: describe an organic reaction: reactants, conditions, products, and yield Reactants: Cc1ccccc1, O=Cc1ccc(-c2ccc(F)c(F)c2)cc1, OCC(CO)CCCF, O, Cc1ccc(S(=O)(=O)O)cc1. The product is FCCCC1COC(c2ccc(-c3ccc(F)c(F)c3)cc2)OC1. Reaction SMILES: [CH3:37][c:38]1[cH:39][cH:40][cH:41][cH:42][cH:43]1.[F:10][c:11]1[cH:12][c:13](-[c:18]2[cH:19][cH:20][c:21]([CH:22]=[O:23])[cH:24][cH:25]2)[cH:14][cH:15][c:16]1[F:17].[F:1][CH2:2][CH2:3][CH2:4][CH:5]([CH2:6][OH:7])[CH2:8][OH:9].[OH2:44].[c:26]1([CH3:27])[cH:28][cH:29][c:30]([S:31]([OH:32])(=[O:33])=[O:34])[cH:35][cH:36]1>>[F:1][CH2:2][CH2:3][CH2:4][CH:5]1[CH2:6][O:7][CH:22]([c:21]2[cH:20][cH:19][c:18](-[c:13]3[cH:12][c:11]([F:10])[c:16]([F:17])[cH:15][cH:14]3)[cH:25][cH:24]2)[O:9][CH2:8]1. Starting materials: C(CCC)C=1N(C(=CN1)C=O)CC1=C(C=C(C=C1)C(=O)OCC)Cl (2-n-butyl-1-[(4-carboethoxy-2-chlorophenyl)methyl]imidazole-5-aldehyde), S1C(=CC=C1)CCC(=O)OC (methyl 3-(2-thienyl)propanoate), C(CCC)C=1N(C(=CN1)/C(=C(/C(=O)O)\C1=CC=NC=C1)/C)CC1=C(C=CC=C1)Cl ((E)-3-[2-n-butyl-1-{(2-chlorophenyl)methyl}-1H-imidazol-5-yl]-2-(4-pyridyl)-methyl-2-propenoic acid), C(CCC)C=1NC(=C(N1)CC1=CC=C(C=C1)C#N)C=O (2-n-butyl-[(4cyanophenyl)methyl]imidazole-5-aldehyde), ester, [OH-].[Na+] (sodium hydroxide), C([O-])([O-])=O.[K+].[K+] (potassium carbonate). The product is C(CCC)C=1N(C(=CN1)/C=C(/C(=O)O)\CC=1SC=CC1)CC1=CC=C(C=C1)C#N ((E)-3-[2-n-Butyl-1-{(4-cyanophenyl)methyl}-1H-imidazol-5-yl]-2-(2-thienyl)methyl-2-propenoic Acid). As a reaction SMILES: C(C1[NH:6]C(C=O)=C(CC2C=CC(C#N)=CC=2)N=1)CCC.[CH2:21]([C:25]1[N:26]([CH2:32][C:33]2[CH:38]=[CH:37][C:36]([C:39](OCC)=O)=[CH:35][C:34]=2Cl)[C:27]([CH:30]=O)=[CH:28][N:29]=1)[CH2:22][CH2:23][CH3:24].[S:45]1[CH:49]=[CH:48][CH:47]=[C:46]1[CH2:50][CH2:51][C:52]([O:54]C)=[O:53].C(C1N(CC2C=CC=CC=2Cl)C(/C(/C)=C(\C2C=CN=CC=2)/C(O)=O)=CN=1)CCC.[OH-].[Na+].C(=O)([O-])[O-].[K+].[K+]>>[CH2:21]([C:25]1[N:26]([CH2:32][C:33]2[CH:34]=[CH:35][C:36]([C:39]#[N:6])=[CH:37][CH:38]=2)[C:27](/[CH:30]=[C:51](\[CH2:50][C:46]2[S:45][CH:49]=[CH:48][CH:47]=2)/[C:52]([OH:54])=[O:53])=[CH:28][N:29]=1)[CH2:22][CH2:23][CH3:24] |f:4.5,6.7.8|. Reported procedure: The title compound was prepared using 2-n-butyl-[(4cyanophenyl)methyl]imidazole-5-aldehyde (prepared by the method of Example 42 describing the preparation of 2-n-butyl-1-[(4-carboethoxy-2-chlorophenyl)methyl]imidazole-5-aldehyde) and methyl 3-(2-thienyl)propanoate by the procedure of Example 1 (iv, Method B), except, instead of basic hydrolysis of the ester with sodium hydroxide, potassium carbonate hydrolysis was employed; mp 190°-192° C. Reactants: COC(=O)c1cc2c([nH]1)CCC2Cc1cccc(C(C)=O)c1, C1CCOC1, CO, [Li+], [OH-]. The product is CC(=O)c1cccc(CC2CCc3[nH]c(C(=O)O)cc32)c1. As a reaction SMILES: [C:1]([CH3:2])(=[O:3])[c:4]1[cH:5][c:6]([CH2:7][CH:8]2[CH2:9][CH2:10][c:11]3[nH:12][c:13]([C:16](=[O:17])[O:18][CH3:19])[cH:14][c:15]32)[cH:20][cH:21][cH:22]1.[CH2:27]1[O:28][CH2:29][CH2:30][CH2:31]1.[CH3:25][OH:26].[Li+:23].[OH-:24]>>[C:1]([CH3:2])(=[O:3])[c:4]1[cH:5][c:6]([CH2:7][CH:8]2[CH2:9][CH2:10][c:11]3[nH:12][c:13]([C:16](=[O:17])[OH:18])[cH:14][c:15]32)[cH:20][cH:21][cH:22]1.